From a dataset of the Open Reaction Database (ORD), a public repository of structured organic reaction records. describe an organic reaction: reactants, conditions, products, and yield The reactants are O=C([O-])O, CCO, CCOC(C)=O, I, CCN(CC)CCCN1C(=O)CCc2cc(N)ccc21, [Na+], CSC(=N)c1cccs1. Product: CCN(CC)CCCN1C(=O)CCc2cc(NC(=N)c3cccs3)ccc21. RXN SMILES: [C:40](=[O:41])([O-:42])[OH:43].[CH3:31][CH2:32][OH:33].[CH3:34][CH2:35][O:36][C:37](=[O:38])[CH3:39].[IH:21].[NH2:1][c:2]1[cH:3][c:4]2[c:9]([cH:10][cH:11]1)[N:8]([CH2:12][CH2:13][CH2:14][N:15]([CH2:16][CH3:17])[CH2:18][CH3:19])[C:7](=[O:20])[CH2:6][CH2:5]2.[Na+:44].[s:22]1[c:23]([C:27](=[NH:28])[S:29][CH3:30])[cH:24][cH:25][cH:26]1>>[NH:1]([c:2]1[cH:3][c:4]2[c:9]([cH:10][cH:11]1)[N:8]([CH2:12][CH2:13][CH2:14][N:15]([CH2:16][CH3:17])[CH2:18][CH3:19])[C:7](=[O:20])[CH2:6][CH2:5]2)[C:27]([c:23]1[s:22][cH:26][cH:25][cH:24]1)=[NH:28]. Starting materials: Cc1cc(Br)sc1C=O, COCCOC, [Na+], [Na+], O=C([O-])[O-], O, OB(O)c1ccccc1, c1ccc(P(c2ccccc2)(c2ccccc2)[Pd](P(c2ccccc2)(c2ccccc2)c2ccccc2)(P(c2ccccc2)(c2ccccc2)c2ccccc2)P(c2ccccc2)(c2ccccc2)c2ccccc2)cc1. The product is Cc1cc(-c2ccccc2)sc1C=O. Reaction SMILES: [Br:1][c:2]1[cH:3][c:4]([CH3:9])[c:5]([CH:7]=[O:8])[s:6]1.[CH3:25][O:26][CH2:27][CH2:28][O:29][CH3:30].[Na+:19].[Na+:20].[O-:21][C:22](=[O:23])[O-:24].[OH2:108].[OH:10][B:11]([OH:12])[c:13]1[cH:14][cH:15][cH:16][cH:17][cH:18]1.[cH:31]1[cH:32][cH:33][c:34]([P:35]([Pd:36]([P:37]([c:38]2[cH:39][cH:40][cH:41][cH:42][cH:43]2)([c:44]2[cH:45][cH:46][cH:47][cH:48][cH:49]2)[c:50]2[cH:51][cH:52][cH:53][cH:54][cH:55]2)([P:56]([c:57]2[cH:58][cH:59][cH:60][cH:61][cH:62]2)([c:63]2[cH:64][cH:65][cH:66][cH:67][cH:68]2)[c:69]2[cH:70][cH:71][cH:72][cH:73][cH:74]2)[P:75]([c:76]2[cH:77][cH:78][cH:79][cH:80][cH:81]2)([c:82]2[cH:83][cH:84][cH:85][cH:86][cH:87]2)[c:88]2[cH:89][cH:90][cH:91][cH:92][cH:93]2)([c:94]2[cH:95][cH:96][cH:97][cH:98][cH:99]2)[c:100]2[cH:101][cH:102][cH:103][cH:104][cH:105]2)[cH:106][cH:107]1>>[c:2]1(-[c:13]2[cH:14][cH:15][cH:16][cH:17][cH:18]2)[cH:3][c:4]([CH3:9])[c:5]([CH:7]=[O:8])[s:6]1. The reactants are CN1CCC(CC1)NC1=CC=CC=C1 (N-(1-methyl-4-piperidinyl)aniline), solution, B(Cl)(Cl)Cl (boron trichloride), CSC#N (methyl thiocyanate), C([O-])([O-])=O.[Na+].[Na+] (sodium carbonate). Run in O (water), C1(=CC=CC=C1)C (toluene), C1(=CC=CC=C1)C (toluene). Reaction conditions: temperature 110 celsius, time 1 hour. Yields the product CSC(C=1C(NC2CCN(CC2)C)=CC=CC1)=O (N-(1-methyl-4-piperidinyl)thioanthranilic acid S-methyl ester). Isolated yield 76.0%. RXN SMILES: [CH3:1][N:2]1[CH2:7][CH2:6][CH:5]([NH:8][C:9]2[CH:14]=[CH:13][CH:12]=[CH:11][CH:10]=2)[CH2:4][CH2:3]1.B(Cl)(Cl)Cl.[CH3:19][S:20][C:21]#N.C(=O)([O-])[O-:24].[Na+].[Na+]>C1(C)C=CC=CC=1.O>[CH3:19][S:20][C:21](=[O:24])[C:10]1[C:9](=[CH:14][CH:13]=[CH:12][CH:11]=1)[NH:8][CH:5]1[CH2:6][CH2:7][N:2]([CH3:1])[CH2:3][CH2:4]1 |f:3.4.5|. Procedure: To a solution of 1.14 g of N-(1-methyl-4-piperidinyl)aniline in 20 ml of toluene was added 3.6 ml of a solution of 2.04M boron trichloride--toluene and the mixture was refluxed with heating on an oil bath for 2 hr. After cooling, the reaction mixture was mixed with 0.49 ml of methyl thiocyanate and refluxed with heating on an oil bath for 2 hr. After cooling, 20 ml of water was added and the mixture was stirred at 110° C. on an oil bath for 1 hr. The rection mixture was turned to basic condition... Reactants: C1(=CC=CC=C1)C(C(=O)N)C1=CC=CC=C1 (2,2-diphenylacetamide), C(CCCC)C(=O)Cl (pentanecarboxylic acid chloride). The product is C1(=CC=CC=C1)C(C(=O)NC(=O)CCCCC)C1=CC=CC=C1 (Pentanecarboxylic acid diphenylacetyl-amide). RXN SMILES: [C:1]1([CH:7]([C:11]2[CH:16]=[CH:15][CH:14]=[CH:13][CH:12]=2)[C:8]([NH2:10])=[O:9])[CH:6]=[CH:5][CH:4]=[CH:3][CH:2]=1.[CH2:17]([C:22](Cl)=[O:23])[CH2:18][CH2:19][CH2:20][CH3:21]>>[C:1]1([CH:7]([C:11]2[CH:16]=[CH:15][CH:14]=[CH:13][CH:12]=2)[C:8]([NH:10][C:22]([CH2:17][CH2:18][CH2:19][CH2:20][CH3:21])=[O:23])=[O:9])[CH:2]=[CH:3][CH:4]=[CH:5][CH:6]=1. Procedure: The title compound, white solid, m.p. 87° C. and MS: m/e=309 (M+) was prepared in accordance with the general method of example 39 from 2,2-diphenylacetamide and pentanecarboxylic acid chloride. Reactants: CC1=C(C=C(N)C=C1)NC1=NC=CC(=N1)C=1C=NC=CC1 (4-methyl-3-[4-(3-pyridyl)pyrimidin-2-ylamino]aniline), Cl.CN1CCC(CC1)OC1=C(C=C(C(=O)Cl)C=C1)C(F)(F)F (4-(1-methylpiperidin-4-yloxy)-3-trifluoromethylbenzoyl chloride hydrochloride). The product is CN1CCC(CC1)OC1=C(C=C(C(=O)NC2=CC(=C(C=C2)C)NC2=NC=CC(=N2)C=2C=NC=CC2)C=C1)C(F)(F)F (4-(1-methylpiperidin-4-yloxy)-3-trifluoromethyl-N-{4-methyl-3-[4-(3-pyridyl)pyrimidin-2-ylamino]phenyl}benzamide). Reaction SMILES: [CH3:1][C:2]1[CH:8]=[CH:7][C:5]([NH2:6])=[CH:4][C:3]=1[NH:9][C:10]1[N:15]=[C:14]([C:16]2[CH:17]=[N:18][CH:19]=[CH:20][CH:21]=2)[CH:13]=[CH:12][N:11]=1.Cl.[CH3:23][N:24]1[CH2:29][CH2:28][CH:27]([O:30][C:31]2[CH:39]=[CH:38][C:34]([C:35](Cl)=[O:36])=[CH:33][C:32]=2[C:40]([F:43])([F:42])[F:41])[CH2:26][CH2:25]1>>[CH3:23][N:24]1[CH2:25][CH2:26][CH:27]([O:30][C:31]2[CH:39]=[CH:38][C:34]([C:35]([NH:6][C:5]3[CH:7]=[CH:8][C:2]([CH3:1])=[C:3]([NH:9][C:10]4[N:15]=[C:14]([C:16]5[CH:17]=[N:18][CH:19]=[CH:20][CH:21]=5)[CH:13]=[CH:12][N:11]=4)[CH:4]=3)=[O:36])=[CH:33][C:32]=2[C:40]([F:41])([F:42])[F:43])[CH2:28][CH2:29]1 |f:1.2|. Reported procedure: This compound was prepared in the same manner as in Example 1, except that 4-methyl-3-[4-(3-pyridyl)pyrimidin-2-ylamino]aniline (Patent Document 1) and 4-(1-methylpiperidin-4-yloxy)-3-trifluoromethylbenzoyl chloride hydrochloride (Reference Example 11) were used. The reactants are BrC1=CC=C(C2=CC=CC=C12)Cl (1-bromo-4-chloronaphthalene), CCOCC (ether), [H][H] (hydrogen), N1=CC=C(C=C1)C#N (4-pyridinecarbonitrile), CCOCC (ether), [Cl-].[NH4+] (ammonium chloride), [Mg] (magnesium), CCOCC (ether). The reagents and catalysts are [Rh] (rhodium), C(C)Br (ethyl bromide). Run in C1=CC=CC=C1 (benzene). Reaction conditions: time 8 hour. Yields the product Cl.ClC1=CC=C(C2=CC=CC=C12)C(O)C1CCNCC1 (α-(4-chloro-1-naphthyl)-4-piperidinemethanol hydrochloride). As a reaction SMILES: [Mg].Br[C:3]1[C:12]2[C:7](=[CH:8][CH:9]=[CH:10][CH:11]=2)[C:6]([Cl:13])=[CH:5][CH:4]=1.[N:14]1[CH:19]=[CH:18][C:17]([C:20]#N)=[CH:16][CH:15]=1.[Cl-].[NH4+].[H][H].CC[O:28]CC>C(Br)C.C1C=CC=CC=1.[Rh]>[ClH:13].[Cl:13][C:6]1[C:7]2[C:12](=[CH:11][CH:10]=[CH:9][CH:8]=2)[C:3]([CH:20]([CH:17]2[CH2:18][CH2:19][NH:14][CH2:15][CH2:16]2)[OH:28])=[CH:4][CH:5]=1 |f:3.4,10.11|. Procedure details: To a flask containing 1.8 g (72 mmoles) of magnesium turnings and 20 ml of anhydrous ether under nitrogen is added 10 drops of ethyl bromide. The ether is heated to reflux and a solution of 10 g (50 mmoles) of 1-bromo-4-chloronaphthalene in 150 ml of dry ether added gradually during 30 minutes and refluxing continued for 8 hours. 60 g (58 mmoles) of 4-pyridinecarbonitrile in 100 ml of benzene is added gradually and the solution refluxed for 3 hours and the adduct decomposed by addition of satura... Reactants: Oc1ccc(-c2ccc(-c3nc(C(F)(F)F)cn3Cc3ccccc3)o2)cc1, ClCC1CO1, [Na+], C1COCCO1, [OH-], O. Product: FC(F)(F)c1cn(Cc2ccccc2)c(-c2ccc(-c3ccc(OCC4CO4)cc3)o2)n1. RXN SMILES: [CH2:4]([c:5]1[cH:6][cH:7][cH:8][cH:9][cH:10]1)[n:11]1[c:12](-[c:20]2[o:21][c:22](-[c:25]3[cH:26][cH:27][c:28]([OH:31])[cH:29][cH:30]3)[cH:23][cH:24]2)[n:13][c:14]([C:16]([F:17])([F:18])[F:19])[cH:15]1.[Cl:32][CH2:33][CH:34]1[CH2:35][O:36]1.[Na+:2].[O:37]1[CH2:38][CH2:39][O:40][CH2:41][CH2:42]1.[OH-:1].[OH2:3]>>[CH2:4]([c:5]1[cH:6][cH:7][cH:8][cH:9][cH:10]1)[n:11]1[c:12](-[c:20]2[o:21][c:22](-[c:25]3[cH:26][cH:27][c:28]([O:31][CH2:33][CH:34]4[CH2:35][O:36]4)[cH:29][cH:30]3)[cH:23][cH:24]2)[n:13][c:14]([C:16]([F:17])([F:18])[F:19])[cH:15]1. Starting materials: CCOC(=O)c1ccccc1B(O)O, Cc1ccccc1, CCOC(C)=O, O=C1c2c(c(OS(=O)(=O)C(F)(F)F)c3cccnc3c2OC(c2ccccc2)c2ccccc2)CN1Cc1ccc(F)cc1, [K+], [K+], O=C([O-])[O-]. Yields the product CCOC(=O)c1ccccc1-c1c2c(c(OC(c3ccccc3)c3ccccc3)c3ncccc13)C(=O)N(Cc1ccc(F)cc1)C2. RXN SMILES: [CH2:51]([CH3:52])[O:53][C:54](=[O:55])[c:56]1[c:57]([B:62]([OH:63])[OH:64])[cH:58][cH:59][cH:60][cH:61]1.[CH3:65][c:66]1[cH:67][cH:68][cH:69][cH:70][cH:71]1.[CH3:72][CH2:73][O:74][C:75]([CH3:76])=[O:77].[CH:1]([c:2]1[cH:3][cH:4][cH:5][cH:6][cH:7]1)([c:8]1[cH:9][cH:10][cH:11][cH:12][cH:13]1)[O:14][c:15]1[c:16]2[c:17]([c:18]([O:25][S:26]([C:27]([F:28])([F:29])[F:30])(=[O:31])=[O:32])[c:19]3[cH:20][cH:21][cH:22][n:23][c:24]13)[CH2:33][N:34]([CH2:37][c:38]1[cH:39][cH:40][c:41]([F:44])[cH:42][cH:43]1)[C:35]2=[O:36].[K+:45].[K+:46].[O-:47][C:48]([O-:49])=[O:50]>>[CH:1]([c:2]1[cH:3][cH:4][cH:5][cH:6][cH:7]1)([c:8]1[cH:9][cH:10][cH:11][cH:12][cH:13]1)[O:14][c:15]1[c:16]2[c:17]([c:18](-[c:57]3[c:56]([C:54]([O:53][CH2:51][CH3:52])=[O:55])[cH:61][cH:60][cH:59][cH:58]3)[c:19]3[cH:20][cH:21][cH:22][n:23][c:24]13)[CH2:33][N:34]([CH2:37][c:38]1[cH:39][cH:40][c:41]([F:44])[cH:42][cH:43]1)[C:35]2=[O:36]. Starting materials: COC(=O)c1cnc(Cl)c(Br)c1, Cc1ccccc1, OB(O)c1ccc(Cl)cc1. Yields the product COC(=O)c1cnc(Cl)c(-c2ccc(Cl)cc2)c1. RXN SMILES: [CH3:1][O:2][C:3]([c:4]1[cH:5][n:6][c:7]([Cl:11])[c:8]([Br:10])[cH:9]1)=[O:12].[CH3:23][c:24]1[cH:25][cH:26][cH:27][cH:28][cH:29]1.[Cl:13][c:14]1[cH:15][cH:16][c:17]([B:20]([OH:21])[OH:22])[cH:18][cH:19]1>>[CH3:1][O:2][C:3]([c:4]1[cH:5][n:6][c:7]([Cl:11])[c:8](-[c:17]2[cH:16][cH:15][c:14]([Cl:13])[cH:19][cH:18]2)[cH:9]1)=[O:12].